Dataset: the Open Reaction Database (ORD), a public repository of structured organic reaction records. Task: describe an organic reaction: reactants, conditions, products, and yield Starting materials: ClC1=CC=C(C=C1)I (1-chloro-4-iodobenzene), COC(C1=CC(=CC=C1)CN(C(C#CC1=CC=CC=C1)=O)C1=CC=C(C=C1)OC)=O (3-{[(4-methoxy-phenyl)-(3-phenyl-propynoyl)-amino]-methyl}-benzoic acid methyl ester). The product is COC(C1=CC(=CC=C1)CN1C(/C(/C2=CC(=CC=C12)OC)=C(\C1=CC=CC=C1)/C1=CC=C(C=C1)Cl)=O)=O (3-{3-[1-(4-Chloro-phenyl)-1-phenyl-meth-(E)-ylidene]-5-methoxy-2-oxo-2,3-dihydro-indol-1-ylmethyl}-benzoic acid methyl ester). As a reaction SMILES: [Cl:1][C:2]1[CH:7]=[CH:6][C:5](I)=[CH:4][CH:3]=1.[CH3:9][O:10][C:11](=[O:38])[C:12]1[CH:17]=[CH:16][CH:15]=[C:14]([CH2:18][N:19]([C:30]2[CH:35]=[CH:34][C:33]([O:36][CH3:37])=[CH:32][CH:31]=2)[C:20](=[O:29])[C:21]#[C:22][C:23]2[CH:28]=[CH:27][CH:26]=[CH:25][CH:24]=2)[CH:13]=1>>[CH3:9][O:10][C:11](=[O:38])[C:12]1[CH:17]=[CH:16][CH:15]=[C:14]([CH2:18][N:19]2[C:30]3[C:35](=[CH:34][C:33]([O:36][CH3:37])=[CH:32][CH:31]=3)/[C:21](=[C:22](\[C:5]3[CH:6]=[CH:7][C:2]([Cl:1])=[CH:3][CH:4]=3)/[C:23]3[CH:28]=[CH:27][CH:26]=[CH:25][CH:24]=3)/[C:20]2=[O:29])[CH:13]=1. Procedure details: The title compound was prepared in analogy to Example 5 starting from 1-chloro-4-iodobenzene (commercially available) and 3-{[(4-methoxy-phenyl)-(3-phenyl-propynoyl)-amino]-methyl}-benzoic acid methyl ester. 1H NMR (300 Hz, CDCl3): δppm 3.49 (s, 3H), 3.91 (s, 3H), 4.92 (s, 2H), 6.10 (dd, 1H), 6.51 (d, 1H), 6.62 (dd, 1H), 7.25-7.50 (m, 1H), 7.93 (d, 1H), 7.99 (s, 1H). Reactants: OCCBr, C1CCOC1, Oc1ccc(N2CCN(c3ccc4nnc(C(F)(F)F)n4n3)CC2)cc1, CC(C)OC(=O)N=NC(=O)OC(C)C, c1ccc(P(c2ccccc2)c2ccccc2)cc1. The product is FC(F)(F)c1nnc2ccc(N3CCN(c4ccc(OCCBr)cc4)CC3)nn12. RXN SMILES: [Br:41][CH2:42][CH2:43][OH:44].[CH2:64]1[O:65][CH2:66][CH2:67][CH2:68]1.[F:15][C:16]([c:17]1[n:18][n:19][c:20]2[n:21]1[n:22][c:23]([N:26]1[CH2:27][CH2:28][N:29]([c:32]3[cH:33][cH:34][c:35]([OH:38])[cH:36][cH:37]3)[CH2:30][CH2:31]1)[cH:24][cH:25]2)([F:39])[F:40].[O:1]=[C:2]([O:3][CH:4]([CH3:5])[CH3:6])[N:7]=[N:8][C:9]([O:10][CH:11]([CH3:12])[CH3:13])=[O:14].[c:45]1([P:46]([c:47]2[cH:48][cH:49][cH:50][cH:51][cH:52]2)[c:53]2[cH:54][cH:55][cH:56][cH:57][cH:58]2)[cH:59][cH:60][cH:61][cH:62][cH:63]1>>[F:15][C:16]([c:17]1[n:18][n:19][c:20]2[n:21]1[n:22][c:23]([N:26]1[CH2:27][CH2:28][N:29]([c:32]3[cH:33][cH:34][c:35]([O:38][CH2:43][CH2:42][Br:41])[cH:36][cH:37]3)[CH2:30][CH2:31]1)[cH:24][cH:25]2)([F:39])[F:40]. Starting materials: C1(=CC=CC=C1)C1CC(C1)C(=O)OC (methyl 3-phenylcyclobutanecarboxylate), C(CCC)[Li] (n-Butyl-lithium), C(C)(=O)O (acetic acid), solution, CP(OC)(OC)=O (dimethyl methylphosphonate). Solvent: O1CCCC1 (tetrahydrofuran), CCCCCC (hexane), O1CCCC1 (tetrahydrofuran). Run at temperature -78 celsius, time 10 minute. Product: O=C(CP(OC)(OC)=O)C1CC(C1)C1=CC=CC=C1 (dimethyl 2-oxo-2-(3-phenylcyclobutyl)-ethylphosphonate). As a reaction SMILES: C([Li])CCC.[CH3:6][P:7](=[O:12])([O:10][CH3:11])[O:8][CH3:9].[C:13]1([CH:19]2[CH2:22][CH:21]([C:23](OC)=[O:24])[CH2:20]2)[CH:18]=[CH:17][CH:16]=[CH:15][CH:14]=1.C(O)(=O)C>CCCCCC.O1CCCC1>[O:24]=[C:23]([CH:21]1[CH2:22][CH:19]([C:13]2[CH:18]=[CH:17][CH:16]=[CH:15][CH:14]=2)[CH2:20]1)[CH2:6][P:7](=[O:12])([O:10][CH3:11])[O:8][CH3:9]. Procedure: n-Butyl-lithium (16.0ml. of a 1.43M solution in hexane) was added dropwise to a stirred solution of dimethyl methylphosphonate (2.86g.) in dry tetrahydrofuran (25ml.) at -78° C. in an atmosphere of argon. After 10 minutes, a solution of the methyl 3-phenylcyclobutanecarboxylate mixture (2.18g.) in dry tetrahydrofuran (25ml.) was added, and stirred at -78° C. for 2 hours. The reaction mixture was then neutralized by the addition of glacial acetic acid, warmed to room temperature and the tetrahydr...